This data is from the Open Reaction Database (ORD), a public repository of structured organic reaction records. The task is: describe an organic reaction: reactants, conditions, products, and yield The reactants are C(C)(C)(C)OC(=O)NN1C[C@H](CC1)OS(=O)(=O)C ((S)-1-(tert-Butoxycarbonylamino)-3-methanesulfonyloxypyrrolidine), C(C)#N (acetonitrile), C(=O)(O)[O-].[Na+] (NaHCO3). The reagents and catalysts are [C-]#N.C(CCC)[N+](CCCC)(CCCC)CCCC (tetra-n-butylammonium cyanide). Conditions: temperature 65 celsius. Yields the product C(C)(C)(C)OC(=O)NN1C[C@H](CC1)C#N ((S)-1-(tert-butoxycarbonylamino)-3-cyanopyrrolidine). RXN SMILES: [C:1]([O:5][C:6]([NH:8][N:9]1[CH2:13][CH2:12][C@H:11](OS(C)(=O)=O)[CH2:10]1)=[O:7])([CH3:4])([CH3:3])[CH3:2].C([O-])(O)=O.[Na+].[C:24](#[N:26])C>[C-]#N.C([N+](CCCC)(CCCC)CCCC)CCC>[C:1]([O:5][C:6]([NH:8][N:9]1[CH2:13][CH2:12][C@H:11]([C:24]#[N:26])[CH2:10]1)=[O:7])([CH3:4])([CH3:3])[CH3:2] |f:1.2,4.5|. Reported procedure: (S)-1-(tert-Butoxycarbonylamino)-3-methanesulfonyloxypyrrolidine (39 g, 0.15 mol) was dissolved in acetonitrile (250 mL) and tetra-n-butylammonium cyanide (75 g, 0.28 mol, 1.9 equiv.) was added. The resulting mixture was heated at 65° C. for 6 h and then cooled to room temperature. Saturated NaHCO3 (500 mL) was added and the reaction mixture extracted with toluene (750 mL and 300 mL). The combined organic layers were washed with water and concentrated under reduced pressure to give a brown oil. ... The reactants are [Li]CCCC, C1CCOC1, CC1(O)C(O)C(CO)OC1n1cc(C=O)c2c(NN)ncnc21, CCN(C(C)C)C(C)C. Product: COC=Cc1cn(C2OC(CO)C(O)C2(C)O)c2ncnc(NN)c12. As a reaction SMILES: [CH2:10]([Li:11])[CH2:12][CH2:13][CH3:14].[CH2:38]1[CH2:39][CH2:40][CH2:41][O:42]1.[CH:15](=[O:16])[c:17]1[cH:18][n:19]([CH:28]2[C:29]([OH:30])([CH3:37])[CH:31]([OH:32])[CH:33]([CH2:35][OH:36])[O:34]2)[c:20]2[n:21][cH:22][n:23][c:24]([NH:26][NH2:27])[c:25]12.[CH:1]([N:2]([CH:3]([CH3:4])[CH3:5])[CH2:6][CH3:7])([CH3:8])[CH3:9]>>[c:17]1([CH:40]=[CH:41][O:42][CH3:38])[cH:18][n:19]([CH:28]2[C:29]([OH:30])([CH3:37])[CH:31]([OH:32])[CH:33]([CH2:35][OH:36])[O:34]2)[c:20]2[n:21][cH:22][n:23][c:24]([NH:26][NH2:27])[c:25]12. The reactants are O=C1OC(=O)C2CCCCC12, [NH4+], [OH-]. Product: O=C1NCC2CCCCC12. As a reaction SMILES: [CH:1]12[CH:2]([CH2:3][CH2:4][CH2:5][CH2:6]1)[C:7](=[O:9])[O:8][C:10]2=[O:11].[NH4+:12].[OH-:13]>>[CH:1]12[CH:2]([CH2:3][CH2:4][CH2:5][CH2:6]1)[CH2:7][NH:12][C:10]2=[O:11]. Reactants: C(C)(C)(C)OC(COC1=CC(=CC=C1)CN)=O ((3-aminomethyl-phenoxy)-acetic acid tert-butyl ester), S1C(=NC=C1)C1=CC=C(C=O)C=C1 (4-thiazol-2-yl-benzaldehyde), [BH4-].[Na+] (NaBH4). The solvent is CO (MeOH). Reaction conditions: temperature 0 celsius, time 10 minute. Product: C(C)(C)(C)OC(COC1=CC(=CC=C1)CNCC1=CC=C(C=C1)C=1SC=CN1)=O ({3-[(4-Thiazol-2-yl-benzylamino)-methyl]-phenoxy}-acetic acid tert-butyl ester). The yield is 62.0%. RXN SMILES: [C:1]([O:5][C:6](=[O:17])[CH2:7][O:8][C:9]1[CH:14]=[CH:13][CH:12]=[C:11]([CH2:15][NH2:16])[CH:10]=1)([CH3:4])([CH3:3])[CH3:2].[S:18]1[CH:22]=[CH:21][N:20]=[C:19]1[C:23]1[CH:30]=[CH:29][C:26]([CH:27]=O)=[CH:25][CH:24]=1.[BH4-].[Na+]>CO>[C:1]([O:5][C:6](=[O:17])[CH2:7][O:8][C:9]1[CH:14]=[CH:13][CH:12]=[C:11]([CH2:15][NH:16][CH2:27][C:26]2[CH:25]=[CH:24][C:23]([C:19]3[S:18][CH:22]=[CH:21][N:20]=3)=[CH:30][CH:29]=2)[CH:10]=1)([CH3:4])([CH3:2])[CH3:3] |f:2.3|. Reported procedure: A solution of (3-aminomethyl-phenoxy)-acetic acid tert-butyl ester (0.14 g, 0.59 mmol) and 4-thiazol-2-yl-benzaldehyde (0.105 g, 0.55 mmol) in 2 mL MeOH was stirred at room temperature for 1.5 hours. After cooling to 0° C., NaBH4 (0.033 g, 0.88 mmol) was added and the reaction was stirred for 10 minutes. The mixture was quenched with aqueous saturated NaHCO3:H2O (1:1) and the MeOH was removed in vacuo. The product was extracted into CH2Cl2 and the organic solution was dried over MgSO4, filtered,... Reactants: COC1=CC=C(C=2SC(=CC21)N)C2=CC=CC=C2 ((4-methoxy-7-phenyl-benzo[b]thiophen-2-yl)-amine), C(C)N(C(C)C)CC (diethylisopropyl amine), CO (Methanol), Cl.CC1=NC=C(CCl)C=C1 (6-methyl-nicotinyl chloride hydrochloride). The solvent is C1CCOC1 (THF), ClCCl (dichloromethane). Reaction conditions: temperature 20 celsius, time 8 hour. Yields the product COC1=CC=C(C=2SC(=CC21)NC(C2=CN=C(C=C2)C)=O)C2=CC=CC=C2 (N-(4-Methoxy-7-phenyl-benzo[b]thiophen-2-yl)-6-methyl-nicotinamide). Yield: 57.0%. As a reaction SMILES: [CH3:1][O:2][C:3]1[C:11]2[CH:10]=[C:9]([NH2:12])[S:8][C:7]=2[C:6]([C:13]2[CH:18]=[CH:17][CH:16]=[CH:15][CH:14]=2)=[CH:5][CH:4]=1.C(N(CC)C(C)C)C.Cl.[CH3:28][C:29]1[CH:36]=[CH:35][C:32]([CH2:33]Cl)=[CH:31][N:30]=1.C[OH:38]>C1COCC1.ClCCl>[CH3:1][O:2][C:3]1[C:11]2[CH:10]=[C:9]([NH:12][C:33](=[O:38])[C:32]3[CH:35]=[CH:36][C:29]([CH3:28])=[N:30][CH:31]=3)[S:8][C:7]=2[C:6]([C:13]2[CH:14]=[CH:15][CH:16]=[CH:17][CH:18]=2)=[CH:5][CH:4]=1 |f:2.3|. Procedure: A solution of (4-methoxy-7-phenyl-benzo[b]thiophen-2-yl)-amine (100 mg, 0.392 mmol) in THF (8 ml) and diethylisopropyl amine (0.147 ml, 2.2 eq.) was stirred together at −10° C. under an argon atmosphere. To this was slowly added 6-methyl-nicotinyl chloride hydrochloride (83 mg, 0.431 mmol, 1.1 eq) in dichloromethane (5 ml) and the mixture stirred to 20° C. overnight. The reaction was again cooled to 0° C. and Methanol was then added (1.2 ml) and the mixture stirred for 30 min to 20° C. The mixtu... Reactants: C(C)(C)(C)OC(=O)N1CCC(CC1)(C=1SC=CC1)C#N (1-tert-butoxycarbonyl-4-cyano-4-(thiophen-2-yl)-piperidine), Cl (HCl), O1CCOCC1 (dioxane). Yields the product Cl.C(#N)C1(CCNCC1)C=1SC=CC1 (4-cyano-4-(thiophen-2-yl)-piperidine hydrochloride). RXN SMILES: C(OC([N:8]1[CH2:13][CH2:12][C:11]([C:19]#[N:20])([C:14]2[S:15][CH:16]=[CH:17][CH:18]=2)[CH2:10][CH2:9]1)=O)(C)(C)C.[ClH:21].O1CCOCC1>>[ClH:21].[C:19]([C:11]1([C:14]2[S:15][CH:16]=[CH:17][CH:18]=2)[CH2:12][CH2:13][NH:8][CH2:9][CH2:10]1)#[N:20] |f:3.4|. Procedure details: Prepare by the method of example 30.3 using 1-tert-butoxycarbonyl-4-cyano-4-(thiophen-2-yl)-piperidine (3 mmol) and HCl in dioxane (4N, 40 mmol). Concentrate the solvent in vacuo and dry under high vacuum to give the title compound. Reactants: C(C)OCCCN1CCC(=CC2=C1C=CC(=C2)C2=CC=C(C=C2)OCCOCCC)C(=O)O (1-(3-ethoxypropyl)-7-[4-(2-propoxyethoxy)phenyl]-2,3-dihydro-1H-1-benzazepine-4-carboxylic acid), S(=O)(Cl)Cl (thionyl chloride), CN(C)C=O (DMF). Solvent: C1CCOC1 (THF). Conditions: time 1.5 hour. Product: C(CC)OCCOC1=CC=C(C=C1)C=1C=CC2=C(C=C(CCN2)C(=O)N)C1 (7-[4-(2-propoxyethoxy)phenyl]-2,3-dihydro-1H-1-benzazepine-4-carboxamide). Reaction SMILES: C(OCCC[N:7]1[C:13]2[CH:14]=[CH:15][C:16]([C:18]3[CH:23]=[CH:22][C:21]([O:24][CH2:25][CH2:26][O:27][CH2:28][CH2:29][CH3:30])=[CH:20][CH:19]=3)=[CH:17][C:12]=2[CH:11]=[C:10]([C:31](O)=[O:32])[CH2:9][CH2:8]1)C.S(Cl)(Cl)=O.C[N:39](C=O)C>C1COCC1>[CH2:28]([O:27][CH2:26][CH2:25][O:24][C:21]1[CH:22]=[CH:23][C:18]([C:16]2[CH:15]=[CH:14][C:13]3[NH:7][CH2:8][CH2:9][C:10]([C:31]([NH2:39])=[O:32])=[CH:11][C:12]=3[CH:17]=2)=[CH:19][CH:20]=1)[CH2:29][CH3:30]. Procedure: To a solution of 1-(3-ethoxypropyl)-7-[4-(2-propoxyethoxy)phenyl]-2,3-dihydro-1H-1-benzazepine-4-carboxylic acid (250 mg) in THF (10 ml) were added thionyl chloride (0.080 ml) and DMF (one droplet) at room temperature, and the mixture was stirred for 1.5 hours. The solvent was evaporated under reduced pressure, and the resulting residue was dissolved in THF (20 ml), which was added dropwise to a solution of 4-[[N-methyl-N-(tetrahydropyran-4-yl)amino]methyl]aniline (133 mg) and triethylamine (0.4... The reactants are ClC1=NC(=C2NC=NC2=N1)Cl (2,6-dichloropurine), C(C1=CC=CC=C1)N (benzylamine). Product: ClC1=NC(=C2NC=NC2=N1)NCC1=CC=CC=C1 (2-Chloro-6-benzylaminopurine). As a reaction SMILES: [Cl:1][C:2]1[N:10]=[C:9]2[C:5]([NH:6][CH:7]=[N:8]2)=[C:4](Cl)[N:3]=1.[CH2:12]([NH2:19])[C:13]1[CH:18]=[CH:17][CH:16]=[CH:15][CH:14]=1>>[Cl:1][C:2]1[N:10]=[C:9]2[C:5]([NH:6][CH:7]=[N:8]2)=[C:4]([NH:19][CH2:12][C:13]2[CH:18]=[CH:17][CH:16]=[CH:15][CH:14]=2)[N:3]=1. Procedure: Reaction of the commercially available 2,6-dichloropurine (3) with benzylamine gave 2-chloro-6-benzylaminopurine (4) using a reported procedure. Under our conditions, the reaction was complete in 15 min at 60° C. instead of the reported time of 3 h at 110° C. Propargylation of compound 4 using propargyl bromide in DMSO under mild conditions gave 2-chloro-6-benzylamino-9-(2-propynyl) purine (5) regioselectively in high yield. The Cu(I) catalyzed azide-alkyne click reaction (the Sharpless-Huisgen ... The reactants are C(C(=C)C)(=O)OCC1CO1 (glycidyl methacrylate), C(C(=C)C)(=O)OC (methyl methacrylate). Product: C(C(=C)C)(=O)OCC1CO1.C(C(=C)C)(=O)OC (glycidyl methacrylate methyl methacrylate). Reaction SMILES: [C:1]([O:6][CH2:7][CH:8]1[O:10][CH2:9]1)(=[O:5])[C:2]([CH3:4])=[CH2:3].[C:11]([O:16][CH3:17])(=[O:15])[C:12]([CH3:14])=[CH2:13]>>[C:1]([O:6][CH2:7][CH:8]1[O:10][CH2:9]1)(=[O:5])[C:2]([CH3:4])=[CH2:3].[C:11]([O:16][CH3:17])(=[O:15])[C:12]([CH3:14])=[CH2:13] |f:2.3|. Reported procedure: The following example shows the preparation of a copolymer of glycidyl methacrylate and methyl methacrylate followed by reaction with MBDH. A glycidyl methacrylate-methyl methacrylate copolymer was prepared as generally described above in Example 9.